From a dataset of the Open Reaction Database (ORD), a public repository of structured organic reaction records. describe an organic reaction: reactants, conditions, products, and yield The reactants are N1(CCCCC1)CC=1C=C(OCCCC(=O)O)C=CC1 (4-[3-(1-piperidinylmethyl)phenoxy]butanoic acid), [H-].[Al+3].[Li+].[H-].[H-].[H-] (lithium aluminium hydride), S(=O)(Cl)Cl (thionyl chloride), NC1=NC(=NN1C)C (5-amino-1,3-dimethyl-1,2,4-triazole). The reagents and catalysts are CN(C=O)C (dimethylformamide). The solvent is C(Cl)Cl (methylene chloride), O1CCCC1 (tetrahydrofuran), C(Cl)Cl (methylene chloride). Reaction conditions: time 18 hour. Product: CN1N=C(N=C1NCCCCOC1=CC(=CC=C1)CN1CCCCC1)C (1,3-dimethyl-N-[4-[3-(1-piperidinylmethyl)phenoxy]butyl]-1H-1,2,4-triazole-5-amine). The yield is 33.1%. Reaction SMILES: [N:1]1([CH2:7][C:8]2[CH:9]=[C:10]([CH:18]=[CH:19][CH:20]=2)[O:11][CH2:12][CH2:13][CH2:14][C:15](O)=O)[CH2:6][CH2:5][CH2:4][CH2:3][CH2:2]1.S(Cl)(Cl)=O.[NH2:25][C:26]1[N:30]([CH3:31])[N:29]=[C:28]([CH3:32])[N:27]=1.[H-].[Al+3].[Li+].[H-].[H-].[H-]>C(Cl)Cl.CN(C)C=O.O1CCCC1>[CH3:31][N:30]1[C:26]([NH:25][CH2:15][CH2:14][CH2:13][CH2:12][O:11][C:10]2[CH:18]=[CH:19][CH:20]=[C:8]([CH2:7][N:1]3[CH2:6][CH2:5][CH2:4][CH2:3][CH2:2]3)[CH:9]=2)=[N:27][C:28]([CH3:32])=[N:29]1 |f:3.4.5.6.7.8|. Procedure details: A stirred suspension of 4-[3-(1-piperidinylmethyl)phenoxy]butanoic acid (4.0 g) in methylene chloride (100 ml) and dimethylformamide (24 drops) was treated with thionyl chloride (5.16 g). The solution was stirred at room temperature for 18 h and evaporated in vacuo, to give a pale yellow solid which was dissolved in methylene chloride (100 ml) and treated with 5-amino-1,3-dimethyl-1,2,4-triazole (1.61 g). The reaction mixture was stirred at room temperature for 24 h and evaporated in vacuo. The ... Product: ClC1=CC=C(C=C1)C1=CC=C(C=C1)NCC1=C(C(=CC=C1)C(F)(F)F)C=1C=CC(=NC1)C(=O)NCCC(=O)O (3-(5-(2-(((4′-chloro-[1,1′-biphenyl]-4-yl)amino)methyl)-6-(trifluoromethyl)phenyl)picolinamido)propanoic acid). Reaction SMILES: [OH-].[Na+].C1COCC1.[Cl:8][C:9]1[CH:14]=[CH:13][C:12]([C:15]2[CH:20]=[CH:19][C:18]([NH:21][CH2:22][C:23]3[CH:28]=[CH:27][CH:26]=[C:25]([C:29]([F:32])([F:31])[F:30])[C:24]=3[C:33]3[CH:34]=[CH:35][C:36]([C:39]([NH:41][CH2:42][CH2:43][C:44]([O:46]CC)=[O:45])=[O:40])=[N:37][CH:38]=3)=[CH:17][CH:16]=2)=[CH:11][CH:10]=1.Cl>CO>[Cl:8][C:9]1[CH:10]=[CH:11][C:12]([C:15]2[CH:20]=[CH:19][C:18]([NH:21][CH2:22][C:23]3[CH:28]=[CH:27][CH:26]=[C:25]([C:29]([F:30])([F:32])[F:31])[C:24]=3[C:33]3[CH:34]=[CH:35][C:36]([C:39]([NH:41][CH2:42][CH2:43][C:44]([OH:46])=[O:45])=[O:40])=[N:37][CH:38]=3)=[CH:17][CH:16]=2)=[CH:13][CH:14]=1 |f:0.1|. Run in CO (MeOH). Reactants: Cl (HCl), aqueous solution, [OH-].[Na+] (NaOH), C1CCOC1 (THF), ClC1=CC=C(C=C1)C1=CC=C(C=C1)NCC1=C(C(=CC=C1)C(F)(F)F)C=1C=CC(=NC1)C(=O)NCCC(=O)OCC (ethyl 3-(5-(2-(((4′-chloro-[1,1′-biphenyl]-4-yl)amino)methyl)-6-(trifluoromethyl)phenyl)picolinamido)propanoate). Procedure: A 1M aqueous solution of NaOH (0.30 mL, 0.30 mmol) was added to a THF (0.6 mL) and MeOH (0.3 mL) solution of ethyl 3-(5-(2-(((4′-chloro-[1,1′-biphenyl]-4-yl)amino)methyl)-6-(trifluoromethyl)phenyl)picolinamido)propanoate (57.5 mg, 0.10 mmol) and the resulting homogeneous mixture was stirred at room temperature. After 45 min the resulting mixture was acidified with 1M HCl (0.31 mL, 0.31 mmol) and then extracted with DCM. The combined organics were dried (Na2SO4), concentrated and purified via col... Reactants: C(C1=CC=CC=C1)OC(=O)NCC1(CCN(CC1)C([C@@](C1=CC=CC=C1)(O)[C@H]1CC(CC1)(F)F)=O)C (4-benzyloxycarbonylaminomethyl-1-{(2R)-2-((1R)-3,3-difluorocyclopentyl)-2-hydroxy-2-phenylacetyl}-4-methylpiperidine). Reagents/catalysts: [C].[Pd] (palladium-carbon). Solvent: CO (methanol). Reaction conditions: time 4 hour. Product: NCC1(CCN(CC1)C([C@@](C1=CC=CC=C1)(O)[C@H]1CC(CC1)(F)F)=O)C (4-Aminomethyl-1-{(2R)-2-((1R)-3,3-difluorocyclopentyl)-2-hydroxy-2-phenylacetyl}-4-methylpiperidine). Yield: 29.9%. RXN SMILES: C(OC([NH:11][CH2:12][C:13]1([CH3:36])[CH2:18][CH2:17][N:16]([C:19](=[O:35])[C@:20]([C@@H:28]2[CH2:32][CH2:31][C:30]([F:34])([F:33])[CH2:29]2)([OH:27])[C:21]2[CH:26]=[CH:25][CH:24]=[CH:23][CH:22]=2)[CH2:15][CH2:14]1)=O)C1C=CC=CC=1>CO.[C].[Pd]>[NH2:11][CH2:12][C:13]1([CH3:36])[CH2:18][CH2:17][N:16]([C:19](=[O:35])[C@:20]([C@@H:28]2[CH2:32][CH2:31][C:30]([F:33])([F:34])[CH2:29]2)([OH:27])[C:21]2[CH:22]=[CH:23][CH:24]=[CH:25][CH:26]=2)[CH2:15][CH2:14]1 |f:2.3|. Procedure: To a solution of 16 mg of 4-benzyloxycarbonylaminomethyl-1-{(2R)-2-((1R)-3,3-difluorocyclopentyl)-2-hydroxy-2-phenylacetyl}-4-methylpiperidine in 2 ml of methanol, 4 mg of 10% palladium-carbon catalyst was added, followed by stirring,for 4 hours under a hydrogen atmosphere. After filtering the catalyst off, the solvent was distilled off under reduced pressure, and the resulting residue was dissolved in 1M hydrochloric acid and washed with diethyl ether. After basifying with 3N sodium hydroxide, ... Reactants: C(C)(=O)ON(C(C)=O)C1CC(C1)C1=CC(=CC=C1)OC (N-acetoxy-N-[3-(3-methoxyphenyl)cyclobutyl]acetamide), C(=O)([O-])[O-].[K+].[K+] (K2CO3), C(=O)([O-])[O-].[K+].[K+] (K2CO3). Solvent: CO (methanol). Conditions: time 30 minute. Product: COC=1C=C(C=CC1)C1CC(C1)N(C(C)=O)O (N-[3-(3-methoxyphenyl)cyclobutyl]-N-hydroxyacetamide). Yield: 60.1%. Reaction SMILES: C([O:4][N:5]([CH:9]1[CH2:12][CH:11]([C:13]2[CH:18]=[CH:17][CH:16]=[C:15]([O:19][CH3:20])[CH:14]=2)[CH2:10]1)[C:6](=[O:8])[CH3:7])(=O)C.C([O-])([O-])=O.[K+].[K+]>CO>[CH3:20][O:19][C:15]1[CH:14]=[C:13]([CH:11]2[CH2:10][CH:9]([N:5]([OH:4])[C:6](=[O:8])[CH3:7])[CH2:12]2)[CH:18]=[CH:17][CH:16]=1 |f:1.2.3|. Reported procedure: To a solution of N-acetoxy-N-[3-(3-methoxyphenyl)cyclobutyl]acetamide, (34.8 mmol from above), in methanol (150 mL) was added K2CO3 (9.22 g, 69.6 mmol) and the heterogeneous mixture was stirred for 30 min. An additional portion of K2CO3 (4.50 g) was then added and the reaction was stirred an additional 30 min. It was then filtered through Celite and concentrated. The resulting residue was chromatographed (silica gel; ether) to afford 4.92 g (60% over four steps) of N-[3-(3-methoxyphenyl)cyclobut... Reactants: ClC1=C(C=CC=C1Cl)C1C(=C(NC(=C1C(=O)OC)C)COCC#CCN(C)C)C(=O)OCC (4-{[4-(2,3-dichlorophenyl)-3-ethoxycarbonyl-5-methoxycarbonyl-6-methyl-1,4-dihydropyrid-2-yl]methoxy}-1-dimethylaminobut-2-yne), [H][H] (hydrogen). The reagents and catalysts are [Pd] (palladium on calcium carbonate). The solvent is N1=CC=CC=C1 (pyridine). Product: fumarate salt, ClC1=C(C=CC=C1Cl)C1C(=C(NC(=C1C(=O)OC)C)COC\C=C/CN(C)C)C(=O)OCC (4-{[4-(2,3-Dichlorophenyl)-3-ethoxycarbonyl-5-methoxycarbonyl-6-methyl-1,4-dihydropyrid-2-yl]methoxy}-1-dimethylaminobut-(2Z)-ene). Isolated yield 17.7%. Reaction SMILES: [Cl:1][C:2]1[C:7]([Cl:8])=[CH:6][CH:5]=[CH:4][C:3]=1[CH:9]1[C:14]([C:15]([O:17][CH3:18])=[O:16])=[C:13]([CH3:19])[NH:12][C:11]([CH2:20][O:21][CH2:22][C:23]#[C:24][CH2:25][N:26]([CH3:28])[CH3:27])=[C:10]1[C:29]([O:31][CH2:32][CH3:33])=[O:30].[H][H]>N1C=CC=CC=1.[Pd]>[Cl:1][C:2]1[C:7]([Cl:8])=[CH:6][CH:5]=[CH:4][C:3]=1[CH:9]1[C:14]([C:15]([O:17][CH3:18])=[O:16])=[C:13]([CH3:19])[NH:12][C:11]([CH2:20][O:21][CH2:22]/[CH:23]=[CH:24]\[CH2:25][N:26]([CH3:28])[CH3:27])=[C:10]1[C:29]([O:31][CH2:32][CH3:33])=[O:30]. Procedure details: A solution of 4-{[4-(2,3-dichlorophenyl)-3-ethoxycarbonyl-5-methoxycarbonyl-6-methyl-1,4-dihydropyrid-2-yl]methoxy}-1-dimethylaminobut-2-yne (1.10 g) in pyridine (75 ml) was stirred at room temperature in the presence of 5% palladium on calcium carbonate under one atmosphere of hydrogen for 45 minutes. The mixture was evaporated and the residue twice taken up in toluene and evaporated. The residue was purified by chromatography on SiO2 (20 g) using dichloromethane plus 1-5% of 10% 0.880 aqueous ... The reactants are ClC=1C(=CC2=C(C=C(C(O2)C(F)(F)F)C(=O)OCC)C1)SC1=CC=C(C=C1)Cl (ethyl 6-chloro-7-[(4-chlorophenyl)thio]-2-(trifluoromethyl)-2H-1-benzopyran-3-carboxylate), OOS(=O)[O-].[K+] (OXONE). Product: ClC=1C(=CC2=C(C=C(C(O2)C(F)(F)F)C(=O)O)C1)S(=O)C1=CC=C(C=C1)Cl (6-Chloro-7-[(4-chlorophenyl)sulfinyl]-2-(trifluoromethyl)-2H-1-benzopyran-3-carboxylic Acid). Reaction SMILES: [Cl:1][C:2]1[C:3]([S:21][C:22]2[CH:27]=[CH:26][C:25]([Cl:28])=[CH:24][CH:23]=2)=[CH:4][C:5]2[O:10][CH:9]([C:11]([F:14])([F:13])[F:12])[C:8]([C:15]([O:17]CC)=[O:16])=[CH:7][C:6]=2[CH:20]=1.[OH:29]OS([O-])=O.[K+]>>[Cl:1][C:2]1[C:3]([S:21]([C:22]2[CH:27]=[CH:26][C:25]([Cl:28])=[CH:24][CH:23]=2)=[O:29])=[CH:4][C:5]2[O:10][CH:9]([C:11]([F:14])([F:13])[F:12])[C:8]([C:15]([OH:17])=[O:16])=[CH:7][C:6]=2[CH:20]=1 |f:1.2|. Procedure details: Following a procedure similar to that described in Example 128, ethyl 6-chloro-7-[(4-chlorophenyl)thio]-2-(trifluoromethyl)-2H-1-benzopyran-3-carboxylate (Example 192) was treated with OXONE® yielding the products labeled Example 193 and Example 194: mp 213.8-217.4° C. 1H NMR (acetone-d6/300 MHz) 7.91 (s, 1H), 7.83 (d, 2H, J=8.7 Hz), 7.62 (m, 4H), 5.98 (q, 1H, J=6.8 Hz). 19F NMR (acetone-d6/282 MHz) −79.3 (d, J=7.2 Hz) ESLRMS m/z 435 (M−H). ESHRMS m/z 434.9470 (M−H, Calc'd 434.9472). Anal. Calc'...